This data is from the Open Reaction Database (ORD), a public repository of structured organic reaction records. The task is: describe an organic reaction: reactants, conditions, products, and yield Starting materials: O=C([O-])O, CC1(CCC2=C3CCC4(C)C(=O)CCC4C3OCC2=O)OCCO1, ClCCl, [Na+]. Product: CC1(CCC23OC4CC5(C)C(=O)CCC5C(OCC2=O)C43)OCCO1. As a reaction SMILES: [C:25]([O-:26])(=[O:27])[OH:28].[CH3:1][C:2]12[CH:3]([CH:4]3[O:5][CH2:6][C:7](=[O:20])[C:8]([CH2:12][CH2:13][C:14]4([CH3:19])[O:15][CH2:16][CH2:17][O:18]4)=[C:9]3[CH2:10][CH2:11]1)[CH2:21][CH2:22][C:23]2=[O:24].[Cl:30][CH2:31][Cl:32].[Na+:29]>>[CH3:1][C:2]12[CH:3]([CH:4]3[O:5][CH2:6][C:7](=[O:20])[C:8]4([CH2:12][CH2:13][C:14]5([CH3:19])[O:15][CH2:16][CH2:17][O:18]5)[CH:9]3[CH:10]([CH2:11]1)[O:26]4)[CH2:21][CH2:22][C:23]2=[O:24].